From a dataset of the Open Reaction Database (ORD), a public repository of structured organic reaction records. describe an organic reaction: reactants, conditions, products, and yield Reactants: O=C([O-])[O-], CS(C)=O, [Cu]I, Cc1onc(-c2ccccc2F)c1-c1c[nH]cn1, COc1ccc(I)cc1, [K+], [K+], O, O=C(O)C1CCCN1. The product is COc1ccc(-n2cnc(-c3c(-c4ccccc4F)noc3C)c2)cc1. Reaction SMILES: [C:36](=[O:37])([O-:38])[O-:39].[CH3:42][S:43]([CH3:44])=[O:45].[Cu:46][I:47].[F:1][c:2]1[c:3](-[c:8]2[n:9][o:10][c:11]([CH3:18])[c:12]2-[c:13]2[n:14][cH:15][nH:16][cH:17]2)[cH:4][cH:5][cH:6][cH:7]1.[I:19][c:20]1[cH:21][cH:22][c:23]([O:26][CH3:27])[cH:24][cH:25]1.[K+:40].[K+:41].[OH2:48].[OH:28][C:29]([CH:30]1[NH:31][CH2:32][CH2:33][CH2:34]1)=[O:35]>>[F:1][c:2]1[c:3](-[c:8]2[n:9][o:10][c:11]([CH3:18])[c:12]2-[c:13]2[n:14][cH:15][n:16](-[c:20]3[cH:21][cH:22][c:23]([O:26][CH3:27])[cH:24][cH:25]3)[cH:17]2)[cH:4][cH:5][cH:6][cH:7]1. Starting materials: ClCCl, COCCOCCOc1cc2ncn(COC(=O)C(C)(C)C)c(=O)c2cc1OC, CCO. Product: COCCOCCOc1cc2nc[nH]c(=O)c2cc1OC. As a reaction SMILES: [CH2:33]([Cl:34])[Cl:35].[CH3:1][O:2][c:3]1[cH:4][c:5]2[c:6](=[O:29])[n:7]([CH2:21][O:22][C:23](=[O:24])[C:25]([CH3:26])([CH3:27])[CH3:28])[cH:8][n:9][c:10]2[cH:11][c:12]1[O:13][CH2:14][CH2:15][O:16][CH2:17][CH2:18][O:19][CH3:20].[CH3:30][CH2:31][OH:32]>>[CH3:1][O:2][c:3]1[cH:4][c:5]2[c:6](=[O:29])[nH:7][cH:8][n:9][c:10]2[cH:11][c:12]1[O:13][CH2:14][CH2:15][O:16][CH2:17][CH2:18][O:19][CH3:20]. Starting materials: C(C)(C)(C)C1CCC(CC1)=O (4-tert-butylcyclohexanone), C(C)(C)(C)C1=CC=C(C=C1)C1CNCC1 (3-(4-tert-butylphenyl)-pyrrolidine), C(#N)[BH3-].[Na+] (sodium cyanoborohydride). Reagents/catalysts: [Cl-].[Zn+2].[Cl-] (zinc(II) chloride). Solvent: CO (methanol). The product is C(C)(C)(C)C1CCC(CC1)N1CC(CC1)C1=CC=C(C=C1)C(C)(C)C (N-(4-tert-butylcyclohexyl)-3-(4-tert-butylphenyl)-pyrrolidine). Reaction SMILES: [C:1]([CH:5]1[CH2:10][CH2:9][C:8](=O)[CH2:7][CH2:6]1)([CH3:4])([CH3:3])[CH3:2].[C:12]([C:16]1[CH:21]=[CH:20][C:19]([CH:22]2[CH2:26][CH2:25][NH:24][CH2:23]2)=[CH:18][CH:17]=1)([CH3:15])([CH3:14])[CH3:13].C([BH3-])#N.[Na+]>CO.[Cl-].[Zn+2].[Cl-]>[C:1]([CH:5]1[CH2:10][CH2:9][CH:8]([N:24]2[CH2:25][CH2:26][CH:22]([C:19]3[CH:20]=[CH:21][C:16]([C:12]([CH3:15])([CH3:14])[CH3:13])=[CH:17][CH:18]=3)[CH2:23]2)[CH2:7][CH2:6]1)([CH3:4])([CH3:3])[CH3:2] |f:2.3,5.6.7|. Procedure details: 15.4 g (100 millimoles) of 4-tert-butylcyclohexanone, 9.8 g (48 millimoles) of 3-(4-tert-butylphenyl)-pyrrolidine, 6.8 g (50 millimoles) of zinc(II) chloride and 6.3 g (100 millimoles) of sodium cyanoborohydride in 200 ml of absolute methanol were stirred for 48 hours at 22° C. The methanol was distilled off under reduced pressure and the residue was dissolved in dichloromethane and 5% strength sodium hydroxide solution. The reactants are COc1cccc(S(N)(=O)=O)c1, CC(NC(=O)c1cc(Cl)cnc1Oc1ccc(F)cc1)c1ccc(C(=O)O)cc1. Product: COc1cccc(S(=O)(=O)NC(=O)c2ccc(C(C)NC(=O)c3cc(Cl)cnc3Oc3ccc(F)cc3)cc2)c1. RXN SMILES: [CH3:30][O:31][c:32]1[cH:33][c:34]([S:38](=[O:39])(=[O:40])[NH2:41])[cH:35][cH:36][cH:37]1.[Cl:1][c:2]1[cH:3][c:4]([C:16](=[O:17])[NH:18][CH:19]([CH3:20])[c:21]2[cH:22][cH:23][c:24]([C:25](=[O:26])[OH:27])[cH:28][cH:29]2)[c:5]([O:8][c:9]2[cH:10][cH:11][c:12]([F:15])[cH:13][cH:14]2)[n:6][cH:7]1>>[Cl:1][c:2]1[cH:3][c:4]([C:16](=[O:17])[NH:18][CH:19]([CH3:20])[c:21]2[cH:22][cH:23][c:24]([C:25](=[O:26])[NH:41][S:38]([c:34]3[cH:33][c:32]([O:31][CH3:30])[cH:37][cH:36][cH:35]3)(=[O:39])=[O:40])[cH:28][cH:29]2)[c:5]([O:8][c:9]2[cH:10][cH:11][c:12]([F:15])[cH:13][cH:14]2)[n:6][cH:7]1. Starting materials: Br[Si](C)(C)C (Bromotrimethylsilane), P(=O)(OC)(OC)O[C@@H]1[C@@H]2[C@H](OC1)[C@@H](CO2)O[N+](=O)[O-] (dimethyl (3S,3aS,6R,6aS)-6-(nitrooxy)hexahydrofuro[3,2-b]furan-3-yl phosphate), CO (Methanol). Run in C(C)#N (acetonitrile). Conditions: time 1 hour. Yields the product P(=O)(OC)(O[C@@H]1[C@@H]2[C@H](OC1)[C@@H](CO2)O[N+](=O)[O-])O (methyl (3S,3aS,6R,6aS)-6-(nitrooxy)hexahydrofuro[3,2-b]furan-3-yl hydrogen phosphate). Reaction SMILES: Br[Si](C)(C)C.[P:6]([O:12][C@H:13]1[CH2:17][O:16][C@@H:15]2[C@H:18]([O:21][N+:22]([O-:24])=[O:23])[CH2:19][O:20][C@H:14]12)([O:10]C)([O:8][CH3:9])=[O:7].CO>C(#N)C>[P:6]([OH:10])([O:12][C@H:13]1[CH2:17][O:16][C@@H:15]2[C@H:18]([O:21][N+:22]([O-:24])=[O:23])[CH2:19][O:20][C@H:14]12)([O:8][CH3:9])=[O:7]. Procedure: Bromotrimethylsilane (0.191 mL, 1.47 mmol) was added to a stirred room temperature mixture of dimethyl (3S,3aS,6R,6aS)-6-(nitrooxy)hexahydrofuro[3,2-b]furan-3-yl phosphate (400 mg, 1.34 mmol) in acetonitrile (6 mL) at 0° C., and the mixture was stirred at room temperature for 1 hour. Methanol (5 mL) was added, and the solution was concentrated. The residue was purified by preparative HPLC, eluting with 10-100% acetonitrile/water+0.1% trifluoroacetic acid, to afford the title compound as a white ... Starting materials: C(CCC)OC(=O)NCC1CCN(CC1)C1=C(C=NN1C)NC(=O)C=1N=C(SC1NC(OC(C)(C)C)=O)Br (tert-butyl 4-(5-(4-(butyloxycarbonylaminomethyl)piperidin-1-yl)-1-methyl-1H-pyrazol-4-ylcarbamoyl)-2-bromothiazol-5-ylcarbamate), C(#N)C1=CC=C(C=C1)B(O)O (4-cyanophenyl boronic acid). Product: NC1=C(N=C(S1)C1=CC=C(C=C1)C#N)C(=O)NC=1C=NN(C1N1CCC(CC1)CN)C (5-Amino-N-(5-(4-(aminomethyl)piperidin-1-yl)-1-methyl-1H-pyrazol-4-yl)-2-(4-cyanophenyl)thiazole-4-carboxamide). The yield is 30.0%. RXN SMILES: C(OC([NH:8][CH2:9][CH:10]1[CH2:15][CH2:14][N:13]([C:16]2[N:20]([CH3:21])[N:19]=[CH:18][C:17]=2[NH:22][C:23]([C:25]2[N:26]=[C:27](Br)[S:28][C:29]=2[NH:30]C(=O)OC(C)(C)C)=[O:24])[CH2:12][CH2:11]1)=O)CCC.[C:39]([C:41]1[CH:46]=[CH:45][C:44](B(O)O)=[CH:43][CH:42]=1)#[N:40]>>[NH2:30][C:29]1[S:28][C:27]([C:44]2[CH:45]=[CH:46][C:41]([C:39]#[N:40])=[CH:42][CH:43]=2)=[N:26][C:25]=1[C:23]([NH:22][C:17]1[CH:18]=[N:19][N:20]([CH3:21])[C:16]=1[N:13]1[CH2:12][CH2:11][CH:10]([CH2:9][NH2:8])[CH2:15][CH2:14]1)=[O:24]. Reported procedure: Following Example 278, Suzuki coupling of tert-butyl 4-(5-(4-(butyloxycarbonylaminomethyl)piperidin-1-yl)-1-methyl-1H-pyrazol-4-ylcarbamoyl)-2-bromothiazol-5-ylcarbamate and 4-cyanophenyl boronic acid gave 389 as a green solid (26 mg 30% over two steps). 1H NMR (400 MHz, d6-DMSO) δ 9.01 (s, 1H), 8.01 (d, J=8.3 Hz, 2H), 7.90 (d, J=8.3 Hz, 2H), 7.62 (s, 2H), 7.31 (s, 1H), 3.62 (s, 3H), 3.12-2.96 (m, 4H), 2.45 (d, J=5.6 Hz, 2H), 2.20-1.80 (m, 2H), 1.74 (d, J=11.6 Hz, 2H), 1.26-1.14 (m, 3H). LCMS (E...